From a dataset of the Open Reaction Database (ORD), a public repository of structured organic reaction records. describe an organic reaction: reactants, conditions, products, and yield The yield is 49.0%. Conditions: temperature 46 celsius, time 5 hour. Run in O (water), CO (methanol), CO (methanol), O (water). Reaction SMILES: Cl[CH2:2][CH2:3][S:4]([CH2:7][CH:8]([OH:16])[CH2:9][S:10]([CH2:13][CH2:14][Cl:15])(=[O:12])=[O:11])(=[O:6])=[O:5].[CH:17]([S:25]([O-:27])=[O:26])=[CH:18][C:19]1[CH:24]=[CH:23][CH:22]=[CH:21][CH:20]=1.[Na+]>O.CO>[Cl:15][CH2:14][CH2:13][S:10]([CH2:9][CH:8]([OH:16])[CH2:7][S:4]([CH2:3][CH2:2][S:25]([CH:17]=[CH:18][C:19]1[CH:24]=[CH:23][CH:22]=[CH:21][CH:20]=1)(=[O:27])=[O:26])(=[O:6])=[O:5])(=[O:12])=[O:11] |f:1.2|. Product: ClCCS(=O)(=O)CC(CS(=O)(=O)CCS(=O)(=O)C=CC1=CC=CC=C1)O (p-{2-[3-(2-chloroethylsulfonyl)-2-hydroxypropylsulfonyl]ethylsulfonyl}vinylbenzene). Reactants: C(=CC1=CC=CC=C1)S(=O)[O-].[Na+] (sodium styrenesulfinate), ClCCS(=O)(=O)CC(CS(=O)(=O)CCCl)O (1,3-di(2-chloroethylsulfonyl)-2-hydroxypropane). Procedure: In a 3 liter reaction vessel were placed 1 liter of distilled water, 1 liter of methanol and 157 g of 1,3-di(2-chloroethylsulfonyl)-2-hydroxypropane. The vessel was heated to 46° C. for the purpose of dissolution. Thereto, a solution of 52 g sodium styrenesulfinate dissolved in a mixture of 100 ml of distilled water and 100 ml of methanol was added dropwise over a period of about 1 hour, and the heating and the stirring were further continued for 5 hours. A crystal deposited was filtered off, wa... Reactants: C[C@]12CC[C@@H]3C=4C=CC(=CC4CC[C@H]3[C@@H]1CC[C@@H]2O)O (estradiol), CC(=O)O[C@]1(CC[C@@H]2[C@@]1(CC[C@H]3[C@H]2CCC4=CC(=O)CC[C@H]34)C)C#C (norethisterone acetate). Product: C[C@@H]1CC[C@H]([C@@H](C1)O)C(C)C (1 -Menthol). As a reaction SMILES: [CH3:1][C@@:2]12[C@@H](O)CC[C@H:15]1[C@H:14]1[C@@H:5]([C:6]3[CH:7]=CC(O)=C[C:11]=3CC1)[CH2:4][CH2:3]2.CC(O[C@]1(C#C)[C@@]2(C)CC[C@@H]3[C@@H]4C(=CC(CC4)=O)CC[C@H]3[C@@H]2CC1)=[O:23]>>[CH3:1][C@H:2]1[CH2:15][C@@H:14]([OH:23])[C@H:5]([CH:6]([CH3:7])[CH3:11])[CH2:4][CH2:3]1. Procedure details: The manufacturing method mentioned above was carried out according to this formulation followed by cutting into a desired size to give a mixed preparation of estradiol and norethisterone acetate. The reactants are BrC1=CC(=CC(=C1)F)F (1-bromo-3,5-difluorobenzene), C[S-].[Na+] (sodiumthiomethylate). The solvent is CN(C=O)C (dimethylformamide). Reaction conditions: temperature 150 celsius. The product is BrC1=CC(=CC(=C1)SC)F (1-bromo-3-fluoro-5-(methylthio)benzene). RXN SMILES: [Br:1][C:2]1[CH:7]=[C:6](F)[CH:5]=[C:4]([F:9])[CH:3]=1.[CH3:10][S-:11].[Na+]>CN(C)C=O>[Br:1][C:2]1[CH:7]=[C:6]([S:11][CH3:10])[CH:5]=[C:4]([F:9])[CH:3]=1 |f:1.2|. Reported procedure: To a solution of 1-bromo-3,5-difluorobenzene (5.0 g, 25.9 mmol) in dimethylformamide (40 ml) was added sodiumthiomethylate (1.81 g, 25.9 mmol), and the mixture was heated to 150° C. for 10 min. The reaction mixture was brought to ambient temperature, quenched with saturated aqueous ammonium chloride (100 ml) and extracted with ethylacetate (3×100 ml). The combined organic phases was dried and concentrated in vacuo to receive the pure title compound (3.84 g). MS m/z (rel. intensity, 70 eV) 222 (M... The reactants are N=C1SCCN1Cc1ccncc1, O=[N+]([O-])O, O=S(=O)(O)O. RXN SMILES: [NH:1]=[C:2]1[S:3][CH2:4][CH2:5][N:6]1[CH2:7][c:8]1[cH:9][cH:10][n:11][cH:12][cH:13]1.[OH:14][N+:15]([O-:16])=[O:17].[S:18](=[O:19])(=[O:20])([OH:21])[OH:22]>>[N:1](=[C:2]1[S:3][CH2:4][CH2:5][N:6]1[CH2:7][c:8]1[cH:9][cH:10][n:11][cH:12][cH:13]1)[N+:15](=[O:14])[O-:16]. The product is O=[N+]([O-])N=C1SCCN1Cc1ccncc1. Reactants: Cc1ccc2nnc(Sc3ccc4ncc(-c5cnn(C6CN(C(=O)OC(C)(C)C)C6)c5)cc4c3)n2n1, ClCCl, O=C(O)C(F)(F)F. The product is Cc1ccc2nnc(Sc3ccc4ncc(-c5cnn(C6CNC6)c5)cc4c3)n2n1. RXN SMILES: [C:1]([O:2][C:3](=[O:4])[N:8]1[CH2:9][CH:10]([n:12]2[n:13][cH:14][c:15](-[c:17]3[cH:18][n:19][c:20]4[cH:21][cH:22][c:23]([S:27][c:28]5[n:29][n:30][c:31]6[n:32]5[n:33][c:34]([CH3:37])[cH:35][cH:36]6)[cH:24][c:25]4[cH:26]3)[cH:16]2)[CH2:11]1)([CH3:5])([CH3:6])[CH3:7].[Cl:45][CH2:46][Cl:47].[F:38][C:39]([F:40])([F:41])[C:42]([OH:43])=[O:44]>>[NH:8]1[CH2:9][CH:10]([n:12]2[n:13][cH:14][c:15](-[c:17]3[cH:18][n:19][c:20]4[cH:21][cH:22][c:23]([S:27][c:28]5[n:29][n:30][c:31]6[n:32]5[n:33][c:34]([CH3:37])[cH:35][cH:36]6)[cH:24][c:25]4[cH:26]3)[cH:16]2)[CH2:11]1. Solvent: C1(=CC=CC=C1)C (toluene). Reported procedure: Use a method similar to the General Procedure 5-2 to couple 7-chloro-3-(2,2,2-trifluoroacetyl)-6-trifluoromethanesulfonyloxy-2,3,4,5-tetrahydro-1H-benzo[d]azepine (127 mg, 0.3 mmol) with 4-(3,3-dimethyl-butyryl)-2-fluoro-benzylamine (120 mg, 0.54 mmol) by using tris(dibenzylideneacetone)dipalladium(0) (27 mg, 0.03 mmol), BINAP (40 mg, 0.06 mmol) and cesium carbonate (137 mg, 0.42 mmol) in anhydrous toluene (20 mL). Purify by chromatography on silica gel eluting with hexane/EtOAc (19:1 and 9:1) f... The product is ClC1=C(C2=C(CCN(CC2)C(C(F)(F)F)=O)C=C1)NCC1=C(C=C(C=C1)C(CC(C)(C)C)=O)F (7-chloro-6-[4-(3,3-dimethyl-butyryl)-2-fluoro-benzylamino]-3-(2,2,2-trifluoroacetyl)-2,3,4,5-tetrahydro-1H-benzo[d]azepine). The reactants are ClC1=C(C2=C(CCN(CC2)C(C(F)(F)F)=O)C=C1)OS(=O)(=O)C(F)(F)F (7-chloro-3-(2,2,2-trifluoroacetyl)-6-trifluoromethanesulfonyloxy-2,3,4,5-tetrahydro-1H-benzo[d]azepine), C([O-])([O-])=O.[Cs+].[Cs+] (cesium carbonate), CC(CC(=O)C1=CC(=C(CN)C=C1)F)(C)C (4-(3,3-dimethyl-butyryl)-2-fluoro-benzylamine), C=1C=CC(=CC1)P(C=2C=CC=CC2)C3=CC=C4C=CC=CC4=C3C5=C6C=CC=CC6=CC=C5P(C=7C=CC=CC7)C=8C=CC=CC8 (BINAP). Yield: 48.1%. The reagents and catalysts are C=1C=CC(=CC1)/C=C/C(=O)/C=C/C2=CC=CC=C2.C=1C=CC(=CC1)/C=C/C(=O)/C=C/C2=CC=CC=C2.C=1C=CC(=CC1)/C=C/C(=O)/C=C/C2=CC=CC=C2.[Pd].[Pd] (tris(dibenzylideneacetone)dipalladium(0)). RXN SMILES: [Cl:1][C:2]1[CH:18]=[CH:17][C:5]2[CH2:6][CH2:7][N:8]([C:11](=[O:16])[C:12]([F:15])([F:14])[F:13])[CH2:9][CH2:10][C:4]=2[C:3]=1OS(C(F)(F)F)(=O)=O.[CH3:27][C:28]([CH3:42])([CH3:41])[CH2:29][C:30]([C:32]1[CH:39]=[CH:38][C:35]([CH2:36][NH2:37])=[C:34]([F:40])[CH:33]=1)=[O:31].C1C=CC(P(C2C(C3C(P(C4C=CC=CC=4)C4C=CC=CC=4)=CC=C4C=3C=CC=C4)=C3C(C=CC=C3)=CC=2)C2C=CC=CC=2)=CC=1.C(=O)([O-])[O-].[Cs+].[Cs+]>C1(C)C=CC=CC=1.C1C=CC(/C=C/C(/C=C/C2C=CC=CC=2)=O)=CC=1.C1C=CC(/C=C/C(/C=C/C2C=CC=CC=2)=O)=CC=1.C1C=CC(/C=C/C(/C=C/C2C=CC=CC=2)=O)=CC=1.[Pd].[Pd]>[Cl:1][C:2]1[CH:18]=[CH:17][C:5]2[CH2:6][CH2:7][N:8]([C:11](=[O:16])[C:12]([F:13])([F:15])[F:14])[CH2:9][CH2:10][C:4]=2[C:3]=1[NH:37][CH2:36][C:35]1[CH:38]=[CH:39][C:32]([C:30](=[O:31])[CH2:29][C:28]([CH3:42])([CH3:41])[CH3:27])=[CH:33][C:34]=1[F:40] |f:3.4.5,7.8.9.10.11|.